This data is from the Open Reaction Database (ORD), a public repository of structured organic reaction records. The task is: describe an organic reaction: reactants, conditions, products, and yield Starting materials: [Br-], CN(C)C=O, COC(=O)C(OS(C)(=O)=O)c1cc(Cl)cc(Cl)c1, [K+]. The product is COC(=O)C(Br)c1cc(Cl)cc(Cl)c1. Reaction SMILES: [Br-:20].[CH3:21][N:22]([CH3:23])[CH:24]=[O:25].[Cl:1][c:2]1[cH:3][c:4]([CH:9]([C:10](=[O:11])[O:12][CH3:13])[O:14][S:15]([CH3:16])(=[O:17])=[O:18])[cH:5][c:6]([Cl:8])[cH:7]1.[K+:19]>>[Cl:1][c:2]1[cH:3][c:4]([CH:9]([C:10](=[O:11])[O:12][CH3:13])[Br:20])[cH:5][c:6]([Cl:8])[cH:7]1. Starting materials: COC=1C=C2CCN(C(C2=CC1)=O)C/C=C/C=O ((E)-4-(6-methoxy-1-oxo-3,4-dihydroisoquinolin-2-yl)but-2-enal), ClC1=C(C=CC=C1)CNC=CC(C)=O (4-[(2-chlorophenyl)methylamino]but-3-en-2-one). Product: C(C)(=O)C1=CN(C=CC1CN1C(C2=CC=C(C=C2CC1)OC)=O)CC1=C(C=CC=C1)Cl (2-[[3-acetyl-1-[(2-chlorophenyl)methyl]-4H-pyridin-4-yl]methyl]-6-methoxy-3,4-dihydroisoquinolin-1-one). RXN SMILES: [CH3:1][O:2][C:3]1[CH:4]=[C:5]2[C:10](=[CH:11][CH:12]=1)[C:9](=[O:13])[N:8]([CH2:14]/[CH:15]=[CH:16]/[CH:17]=O)[CH2:7][CH2:6]2.[Cl:19][C:20]1[CH:25]=[CH:24][CH:23]=[CH:22][C:21]=1[CH2:26][NH:27][CH:28]=[CH:29][C:30](=[O:32])[CH3:31]>>[C:30]([C:29]1[CH:15]([CH2:14][N:8]2[CH2:7][CH2:6][C:5]3[C:10](=[CH:11][CH:12]=[C:3]([O:2][CH3:1])[CH:4]=3)[C:9]2=[O:13])[CH:16]=[CH:17][N:27]([CH2:26][C:21]2[CH:22]=[CH:23][CH:24]=[CH:25][C:20]=2[Cl:19])[CH:28]=1)(=[O:32])[CH3:31]. Procedure details: The title compound 41 is prepared according to the procedure reported in step D of Example 8 with aldehyde 44 (113 mg, 0.46 mmol) and enamine 45 (94 mg, 1 equiv) as reactants. (Yield 82.4 mg, 41%).